From a dataset of the Open Reaction Database (ORD), a public repository of structured organic reaction records. describe an organic reaction: reactants, conditions, products, and yield The reactants are CCN=C=NCCCN(C)C.Cl (EDCI.HCl), C=1C=CC2=C(C1)N=NN2O (HOBt), CCN(C(C)C)C(C)C (DIPEA), FC1=CC=C(C(=O)O)C=C1 (4-fluorobenzoic acid), Cl.C1(=CC=C(C=C1)NC(CC(N1CCNCC1)=O)=O)C1=CC=CC=C1 (N-biphenyl-4-yl-3-oxo-3-piperazin-1-yl-propionamide.hydrochloride). Run in CN(C)C=O (DMF), O (water). Reaction conditions: temperature 10 celsius, time 8 hour. Yields the product C1(=CC=C(C=C1)NC(CC(=O)N1CCN(CC1)C(C1=CC=C(C=C1)F)=O)=O)C1=CC=CC=C1 (N-biphenyl-4-yl-3-[4-(4-fluoro-benzoyl)-piperazin-1-yl]-3-oxo-propionamide). Yield: 101.0%. As a reaction SMILES: C1C=CC2N(O)N=NC=2C=1.CCN(C(C)C)C(C)C.[F:20][C:21]1[CH:29]=[CH:28][C:24]([C:25]([OH:27])=O)=[CH:23][CH:22]=1.CCN=C=NCCCN(C)C.Cl.Cl.[C:43]1([C:61]2[CH:66]=[CH:65][CH:64]=[CH:63][CH:62]=2)[CH:48]=[CH:47][C:46]([NH:49][C:50](=[O:60])[CH2:51][C:52](=[O:59])[N:53]2[CH2:58][CH2:57][NH:56][CH2:55][CH2:54]2)=[CH:45][CH:44]=1>CN(C=O)C.O>[C:43]1([C:61]2[CH:66]=[CH:65][CH:64]=[CH:63][CH:62]=2)[CH:44]=[CH:45][C:46]([NH:49][C:50](=[O:60])[CH2:51][C:52]([N:53]2[CH2:54][CH2:55][N:56]([C:25](=[O:27])[C:24]3[CH:23]=[CH:22][C:21]([F:20])=[CH:29][CH:28]=3)[CH2:57][CH2:58]2)=[O:59])=[CH:47][CH:48]=1 |f:3.4,5.6|. Reported procedure: HOBt (34 mg, 0.25 mmol) and DIPEA (67.9 mg, 0.51 mmol) were added to a stirred solution of 4-fluorobenzoic acid (29 mg, 0.21 mmol) in DMF (1.5 mL). The reaction mixture was cooled to 10° C. and EDCI.HCl (48 mg, 0.25 mmol) followed by N-biphenyl-4-yl-3-oxo-3-piperazin-1-yl-propionamide.hydrochloride (75 mg, 0.2 mmol) were added. The reaction mixture was stirred at room temperature overnight, then diluted with water. The resulting precipitate was filtered to afford 90 mg (97%) of N-biphenyl-4-yl-3... Reactants: [OH-].[K+] (potassium hydroxide), OC(C(C(=O)OC)=C)C1=CC=CC=C1 ((−)Methyl 3-hydroxy-2-methylene-3-phenylpropanoate). Solvent: O (water), CO (methanol). Run at time 15 hour. Yields the product O[C@@H](C(C(=O)O)=C)C1=CC=CC=C1 (3(R)-hydroxy-2-methylene-3-phenylpropanoic acid), solid. Isolated yield 97.0%. RXN SMILES: [OH-].[K+].[OH:3][CH:4]([C:11]1[CH:16]=[CH:15][CH:14]=[CH:13][CH:12]=1)[C:5](=[CH2:10])[C:6]([O:8]C)=[O:7]>O.CO>[OH:3][C@H:4]([C:11]1[CH:16]=[CH:15][CH:14]=[CH:13][CH:12]=1)[C:5](=[CH2:10])[C:6]([OH:8])=[O:7] |f:0.1|. Procedure: A solution of potassium hydroxide (2.65 g, 0.047 mol, 1.3 eq) in water (60 mL) was added drop wise to a solution of 1b (7 g, 0.036 mol, 1 eq) in methanol (20 mL) (see FIG. 5). The mixture was stirred at room temperature for 15 h. The solution was then concentrated under vacuum. The aqueous phase was washed with ether (2×100 mL), acidified with 6N aqueous HCl solution and extracted with ether (3×100 mL). The combined organic extracts were washed with brine (100 mL) and dried over sodium sulfate. ... The reactants are CC(=O)O, CCOC(C)=O, CC(C)(C)c1nn(-c2cc([N+](=O)[O-])ccc2Cl)c(=O)o1, [Fe]. The product is CC(C)(C)c1nn(-c2cc(N)ccc2Cl)c(=O)o1. As a reaction SMILES: [CH3:21][C:22](=[O:23])[OH:24].[CH3:25][CH2:26][O:27][C:28](=[O:29])[CH3:30].[Cl:1][c:2]1[c:3](-[n:11]2[c:12](=[O:20])[o:13][c:14]([C:16]([CH3:17])([CH3:18])[CH3:19])[n:15]2)[cH:4][c:5]([N+:8]([O-:9])=[O:10])[cH:6][cH:7]1.[Fe:31]>>[Cl:1][c:2]1[c:3](-[n:11]2[c:12](=[O:20])[o:13][c:14]([C:16]([CH3:17])([CH3:18])[CH3:19])[n:15]2)[cH:4][c:5]([NH2:8])[cH:6][cH:7]1. Reactants: CC1=C(C(=CC=C1)C)NC(NN)=S (4-(2,6-dimethylphenyl)-3-thiosemicarbazide), ClC(C(=O)OCC)C(=O)C (ethyl 2-chloroacetoacetate), Cl (hydrogen chloride). Run in C(C)O (ethanol). Conditions: time 1 hour. Yields the product CC1=C(C(=NN1)NC1=C(C=CC=C1C)C)C(=O)OCC (5-Methyl-3-[(2,6-dimethylphenyl)amino]-1H-pyrazole-4-carboxylic acid, ethyl ester). Isolated yield 92.2%. Reaction SMILES: [CH3:1][C:2]1[CH:7]=[CH:6][CH:5]=[C:4]([CH3:8])[C:3]=1[NH:9][C:10](=S)[NH:11][NH2:12].Cl[CH:15]([C:21]([CH3:23])=O)[C:16]([O:18][CH2:19][CH3:20])=[O:17].Cl>C(O)C>[CH3:23][C:21]1[NH:12][N:11]=[C:10]([NH:9][C:3]2[C:2]([CH3:1])=[CH:7][CH:6]=[CH:5][C:4]=2[CH3:8])[C:15]=1[C:16]([O:18][CH2:19][CH3:20])=[O:17]. Procedure: A mixture of 9.8 g (0.05 mole) of 4-(2,6-dimethylphenyl)-3-thiosemicarbazide and 8.48 g (0.05 mole) of ethyl 2-chloroacetoacetate (97%) in 75 mL of absolute ethanol was stirred under nitrogen atmosphere for one hour at room temperature. The reaction was slightly exothermic and the mixture changed from a white slurry to a yellow slurry as most of the solid dissolved. The mixture was treated with 40 mL of 2N ethanolic hydrogen chloride and allowed to stir at room temperature for 16 hr. The reactio...